The task is: describe an organic reaction: reactants, conditions, products, and yield. This data is from the Open Reaction Database (ORD), a public repository of structured organic reaction records. Reactants: C(=O)(C(F)(F)F)O (TFA), C(C)(C)(C)OC(=O)N1[C@H](CN(CC1)C(C)C)C(=O)O ((2R)-1-(tert-butoxycarbonyl)-4-isopropylpiperazine-2-carboxylic acid), FC1=CC=C(C=C1)N1CCNCC1 (1-(4-fluorophenyl)-piperazine), C=1C=CC2=C(C1)N=NN2O (HOBT), CCN(C(C)C)C(C)C (DIPEA), CCN=C=NCCCN(C)C (EDCI). The solvent is C(Cl)Cl (DCM), CN(C)C=O (DMF). The product is FC1=CC=C(C=C1)N1CCN(CC1)C(=O)[C@H]1CN(CCN1)C(C)C ((3R)-3-{[4-(4-Fluorophenyl)piperazin-1-yl]carbonyl}-1-isopropylpiperazine). As a reaction SMILES: C(OC([N:8]1[CH2:13][CH2:12][N:11]([CH:14]([CH3:16])[CH3:15])[CH2:10][C@@H:9]1[C:17]([OH:19])=O)=O)(C)(C)C.[F:20][C:21]1[CH:26]=[CH:25][C:24]([N:27]2[CH2:32][CH2:31][NH:30][CH2:29][CH2:28]2)=[CH:23][CH:22]=1.C1C=CC2N(O)N=NC=2C=1.CCN(C(C)C)C(C)C.CCN=C=NCCCN(C)C.C(O)(C(F)(F)F)=O>CN(C=O)C.C(Cl)Cl>[F:20][C:21]1[CH:22]=[CH:23][C:24]([N:27]2[CH2:32][CH2:31][N:30]([C:17]([C@@H:9]3[NH:8][CH2:13][CH2:12][N:11]([CH:14]([CH3:15])[CH3:16])[CH2:10]3)=[O:19])[CH2:29][CH2:28]2)=[CH:25][CH:26]=1. Procedure: To a stirred solution of (2R)-1-(tert-butoxycarbonyl)-4-isopropylpiperazine-2-carboxylic acid (0.078 g, 0.29 mmol, 50% strength by NMR), 1-(4-fluorophenyl)-piperazine (0.031 g, 0.174 mmol), HOBT (0.024 g, 0.174 mmol) and DIPEA (0.091 ml, 0.52 mmol) in DMF (2 ml) was added EDCI (0.033 g, 0.174 mmol) and the reaction allowed to stir at room temperature over weekend. The solvents were then removed in vacuo and the residue partitioned between DCM/water, extracted twice with DCM, the organics passed ... Starting materials: FC(F)(Br)Br, CC(C)(C)[O-], COc1cccc(O)c1OC, CN1CCN(C)C1=O, [K+], O. Product: COc1cccc(OC(F)(F)Br)c1OC. RXN SMILES: [Br:18][C:19]([F:20])([F:21])[Br:22].[CH3:12][C:13]([CH3:14])([O-:15])[CH3:16].[CH3:1][O:2][c:3]1[c:4]([OH:11])[cH:5][cH:6][cH:7][c:8]1[O:9][CH3:10].[CH3:24][N:25]1[CH2:26][CH2:27][N:28]([CH3:29])[C:30]1=[O:31].[K+:17].[OH2:23]>>[CH3:1][O:2][c:3]1[c:4]([O:11][C:19]([Br:18])([F:20])[F:21])[cH:5][cH:6][cH:7][c:8]1[O:9][CH3:10]. Starting materials: CN(S(=O)(=O)C1=NN=C(S1)N=C=O)C (5-(N,N-Dimethylaminosulfonyl)-1,3,4-thiadiazol-2-yl isocyanate), O1C(OCC1)CNC (N-(1,3-dioxolan-2-ylmethyl)-N-methylamine). Run in C(C)(=O)OCC (ethyl acetate). Yields the product CN(S(=O)(=O)C1=NN=C(S1)NC(=O)N(C)CC1OCCO1)C (N-[5-(N,N-dimethylaminosulfonyl)-1,3,4-thiadiazol-2-yl]-N'-(1,3-dioxolan-2-ylmethyl)-N'-methylurea). Reaction SMILES: [CH3:1][N:2]([CH3:14])[S:3]([C:6]1[S:10][C:9]([N:11]=[C:12]=[O:13])=[N:8][N:7]=1)(=[O:5])=[O:4].[O:15]1[CH2:19][CH2:18][O:17][CH:16]1[CH2:20][NH:21][CH3:22]>C(OCC)(=O)C>[CH3:1][N:2]([CH3:14])[S:3]([C:6]1[S:10][C:9]([NH:11][C:12]([N:21]([CH2:20][CH:16]2[O:17][CH2:18][CH2:19][O:15]2)[CH3:22])=[O:13])=[N:8][N:7]=1)(=[O:5])=[O:4]. Reported procedure: 5-(N,N-Dimethylaminosulfonyl)-1,3,4-thiadiazol-2-yl isocyanate dimer (6 grams), N-(1,3-dioxolan-2-ylmethyl)-N-methylamine (6 grams) and ethyl acetate (20 ml) were charged into a glass reaction vessel fitted with a mechanical stirrer. The reaction mixture was heated on a steam bath for a period of about 2 hours. Solvent was then stripped off using a rotary evaporator to yield the desired product N-[5-(N,N-dimethylaminosulfonyl)-1,3,4-thiadiazol-2-yl]-N'-(1,3-dioxolan-2-ylmethyl)-N'-methylurea as ... Starting materials: FC=1C=C(C=CC1)SCCN1C[C@@H]([C@@H](CC1)CCC(C1=CC=NC2=CC=C(C=C12)OC)O)CC(=O)OC (methyl (3R,4R)-1-[2-(3-fluorophenylthio)ethyl]-4-[3-(R,S)-hydroxy-3-(6-methoxyquinolin-4-yl)propyl]piperidine-3-acetate), [OH-].[Na+] (sodium hydroxide), C(CC(O)(C(=O)O)CC(=O)O)(=O)O (citric acid). Solvent: O (water), O1CCOCC1 (dioxane), ClCCl.CO (dichloromethane methanol), CO (methanol). Run at temperature 60 celsius, time 20 hour. The product is FC=1C=C(C=CC1)SCCN1C[C@@H]([C@@H](CC1)CCC(C1=CC=NC2=CC=C(C=C12)OC)O)CC(=O)O ((3R,4R)-1-[2-(3-fluorophenylthio)ethyl]-4-[3-(R,S)-hydroxy-3-(6-methoxyquinolin-4-yl)propyl]piperidine-3-acetic acid). Yield: 86.9%. RXN SMILES: [F:1][C:2]1[CH:3]=[C:4]([S:8][CH2:9][CH2:10][N:11]2[CH2:16][CH2:15][C@@H:14]([CH2:17][CH2:18][CH:19]([OH:32])[C:20]3[C:29]4[C:24](=[CH:25][CH:26]=[C:27]([O:30][CH3:31])[CH:28]=4)[N:23]=[CH:22][CH:21]=3)[C@@H:13]([CH2:33][C:34]([O:36]C)=[O:35])[CH2:12]2)[CH:5]=[CH:6][CH:7]=1.[OH-].[Na+].C(O)(=O)CC(CC(O)=O)(C(O)=O)O>O1CCOCC1.O.CO.ClCCl.CO>[F:1][C:2]1[CH:3]=[C:4]([S:8][CH2:9][CH2:10][N:11]2[CH2:16][CH2:15][C@@H:14]([CH2:17][CH2:18][CH:19]([OH:32])[C:20]3[C:29]4[C:24](=[CH:25][CH:26]=[C:27]([O:30][CH3:31])[CH:28]=4)[N:23]=[CH:22][CH:21]=3)[C@@H:13]([CH2:33][C:34]([OH:36])=[O:35])[CH2:12]2)[CH:5]=[CH:6][CH:7]=1 |f:1.2,7.8|. Procedure details: A solution of 1.3 g of methyl (3R,4R)-1-[2-(3-fluorophenylthio)ethyl]-4-[3-(R,S)-hydroxy-3-(6-methoxyquinolin-4-yl)propyl]piperidine-3-acetate in 20 cm3 of dioxane, to which 2 cm3 of 5N aqueous sodium hydroxide solution had been added, was heated with stirring for 20 hours at a temperature in the region of 60° C. The reaction mixture was evaporated under reduced pressure (5 kPa) at a temperature in the region of 40° C. and then the residue obtained was taken up in 30 cm3 of water and 5 cm3 of me... Starting materials: [Br-], C#C[Mg+], CN(C)c1ccc(C=O)cc1C(C)(C)C. The product is C#CC(O)c1ccc(N(C)C)c(C(C)(C)C)c1. As a reaction SMILES: [Br-:16].[C:17](#[CH:18])[Mg+:19].[C:1]([CH3:2])([CH3:3])([CH3:4])[c:5]1[cH:6][c:7]([CH:8]=[O:9])[cH:10][cH:11][c:12]1[N:13]([CH3:14])[CH3:15]>>[C:1]([CH3:2])([CH3:3])([CH3:4])[c:5]1[cH:6][c:7]([CH:8]([OH:9])[C:17]#[CH:18])[cH:10][cH:11][c:12]1[N:13]([CH3:14])[CH3:15]. The reactants are BrCC1=NC(=NS1)C1=CC=C(C=C1)Cl (5-bromomethyl-3-(4-chlorophenyl)-[1,2,4]thiadiazole), FC1=C(C#N)C(=CC=C1O)F (2,6-difluoro-3-hydroxybenzonitrile), C([O-])([O-])=O.[K+].[K+] (potassium carbonate). The solvent is CN(C)C=O (DMF). Reaction conditions: temperature 25 celsius, time 2 hour. Yields the product ClC1=CC=C(C=C1)C1=NSC(=N1)COC=1C(=C(C#N)C(=CC1)F)F (3-[3-(4-Chlorophenyl)-[1,2,4]thiadiazol-5-ylmethoxy]-2,6-difluorobenzonitrile). Yield: 111.4%. Reaction SMILES: Br[CH2:2][C:3]1[S:7][N:6]=[C:5]([C:8]2[CH:13]=[CH:12][C:11]([Cl:14])=[CH:10][CH:9]=2)[N:4]=1.[F:15][C:16]1[C:23]([OH:24])=[CH:22][CH:21]=[C:20]([F:25])[C:17]=1[C:18]#[N:19].C(=O)([O-])[O-].[K+].[K+]>CN(C=O)C>[Cl:14][C:11]1[CH:12]=[CH:13][C:8]([C:5]2[N:4]=[C:3]([CH2:2][O:24][C:23]3[C:16]([F:15])=[C:17]([C:20]([F:25])=[CH:21][CH:22]=3)[C:18]#[N:19])[S:7][N:6]=2)=[CH:9][CH:10]=1 |f:2.3.4|. Procedure: To a solution of 5-bromomethyl-3-(4-chlorophenyl)-[1,2,4]thiadiazole (0.24 g, 0.82 mmol) in DMF (7 ml) was added 2,6-difluoro-3-hydroxybenzonitrile (0.12 g, 0.74 mmol) and potassium carbonate (0.39 g, 2.90 mmol). The reaction mixture was stirred at 25° C. for 2 h under nitrogen atmosphere. After the completion of the reaction (TLC monitoring), the reaction mixture was evaporated to dryness under vacuum, added 50 ml water and extracted with ethyl acetate (3×40 ml). The combined organic layer was ...